Dataset: the Open Reaction Database (ORD), a public repository of structured organic reaction records. Task: describe an organic reaction: reactants, conditions, products, and yield The reactants are [Br-], O=C(O)CCCC[P+](c1ccccc1)(c1ccccc1)c1ccccc1, CC(C)(C)[O-], COc1cccc2c1CCCC2=O, [Cl-], [K+], [NH4+], C1CCOC1. Yields the product COc1cccc2c1CCCC2=CCCCC(=O)O. As a reaction SMILES: [Br-:1].[C:2](=[O:3])([OH:4])[CH2:5][CH2:6][CH2:7][CH2:8][P+:9]([c:10]1[cH:11][cH:12][cH:13][cH:14][cH:15]1)([c:16]1[cH:17][cH:18][cH:19][cH:20][cH:21]1)[c:22]1[cH:23][cH:24][cH:25][cH:26][cH:27]1.[CH3:28][C:29]([CH3:30])([O-:31])[CH3:32].[CH3:34][O:35][c:36]1[c:37]2[c:42]([cH:43][cH:44][cH:45]1)[C:41](=[O:46])[CH2:40][CH2:39][CH2:38]2.[Cl-:47].[K+:33].[NH4+:48].[O:49]1[CH2:50][CH2:51][CH2:52][CH2:53]1>>[C:2](=[O:3])([OH:4])[CH2:5][CH2:6][CH2:7][CH:8]=[C:41]1[CH2:40][CH2:39][CH2:38][c:37]2[c:36]([O:35][CH3:34])[cH:45][cH:44][cH:43][c:42]21.